From a dataset of the Open Reaction Database (ORD), a public repository of structured organic reaction records. describe an organic reaction: reactants, conditions, products, and yield The reactants are O=C(C(=O)OCC1=CC=C(C=C1)[N+](=O)[O-])CCC(=O)[O-] (1-(4-nitrobenzyl) 2-oxoglutarate), S(=O)(Cl)Cl (thionyl chloride). Run in ClCCCl (1,2-dichloroethane). The product is ClC1(OC(CC1)=O)C(=O)OCC1=CC=C(C=C1)[N+](=O)[O-] (4-nitrobenzyl 2-chloro-5-oxo-2-tetrahydrofurancarboxylate). Reaction SMILES: O=[C:2]([CH2:16][CH2:17][C:18]([O-:20])=[O:19])[C:3]([O:5][CH2:6][C:7]1[CH:12]=[CH:11][C:10]([N+:13]([O-:15])=[O:14])=[CH:9][CH:8]=1)=[O:4].S(Cl)([Cl:23])=O>ClCCCl>[Cl:23][C:2]1([C:3]([O:5][CH2:6][C:7]2[CH:8]=[CH:9][C:10]([N+:13]([O-:15])=[O:14])=[CH:11][CH:12]=2)=[O:4])[CH2:16][CH2:17][C:18](=[O:19])[O:20]1. Procedure details: In 16 ml of 1,2-dichloroethane was dissolved 0.40 g of the Compound (1) obtained in Example 1. To the solution was added 0.88 ml of thionyl chloride. The mixture was heated for 10 hours under reflux. The solvent was evaporated off, and the residue was subjected to a silica gel column chromatography, followed by elution with hexane-ethyl acetate (3:1) to give 0.36 g of the subject Compound (15) as colorless oil. Reactants: C[C@@H](C(=O)O)O (PLLA), C[C@@H](C(=O)O)O (PURAC), C(Cl)(Cl)Cl (chloroform), CN(C=O)C (DMF), C[C@@H](C(=O)O)O (PLLA). The reagents and catalysts are [Au] (gold). Reaction conditions: time 30 second. Product: C[C@@H](C(=O)O)O.C(Cl)(Cl)Cl.CN(C=O)C (PLLA chloroform N,N-dimethyl formamide). As a reaction SMILES: [CH3:1][C@H:2]([OH:6])[C:3]([OH:5])=[O:4].[CH3:7][N:8]([CH3:11])[CH:9]=[O:10].[CH:12]([Cl:15])([Cl:14])[Cl:13]>[Au]>[CH3:1][C@H:2]([OH:6])[C:3]([OH:5])=[O:4].[CH:12]([Cl:15])([Cl:14])[Cl:13].[CH3:7][N:8]([CH3:11])[CH:9]=[O:10] |f:4.5.6|. Procedure: A membrane was prepared as follows: a 1 wt % PLLA/chloroform/N,N-dimethyl formamide (DMF) solution was prepared by slowly dissolving PLLA pellets (inherent viscosity of 7.0 dl/g, PURAC, Netherlands) into a chloroform solvent at room temperature with stirring. After PLLA was completely dissolved, 10 wt % DMF was added. The solution was then loaded into the 20 ml syringe fitted with a needle, and delivered to an electrode. The solution was pumped and controlled by a syringe pump at a flow rate of ... Starting materials: CC(C)(C)C1N(CCN(C1)CC1CCC2=C(C(=CC=C12)F)C#N)C(=O)[O-] (1,1-dimethylethyl-4-[(4-cyano-5-fluoro-2,3-dihydro-1H-inden-1-yl)methyl]piperazine-1-carboxylate), Cl (HCl). Run in C(Cl)Cl (DCM). Conditions: time 2 hour. The product is FC1=C(C=2CCC(C2C=C1)CN1CCNCC1)C#N (5-fluoro-1-(piperazin-1-ylmethyl)-2,3-dihydro-1H-indene-4-carbonitrile). Reaction SMILES: CC([CH:5]1[CH2:10][N:9]([CH2:11][CH:12]2[C:20]3[C:15](=[C:16]([C:22]#[N:23])[C:17]([F:21])=[CH:18][CH:19]=3)[CH2:14][CH2:13]2)[CH2:8][CH2:7][N:6]1C([O-])=O)(C)C.Cl>C(Cl)Cl>[F:21][C:17]1[CH:18]=[CH:19][C:20]2[CH:12]([CH2:11][N:9]3[CH2:8][CH2:7][NH:6][CH2:5][CH2:10]3)[CH2:13][CH2:14][C:15]=2[C:16]=1[C:22]#[N:23]. Procedure details: To a solution 1,1-dimethylethyl-4-[(4-cyano-5-fluoro-2,3-dihydro-1H-inden-1-yl)methyl]piperazine-1-carboxylate (0.060 g) in DCM (2 mL) was added 4N HCl (2 mL) at RT. The mixture was allowed to stir at RT for 2 hours. The solvents were removed on a rotary evaporator, and the residue was redissolved in aq NaHCO3 solution. The solution was extracted with IPA-CHCl3 (3:1) twice (50 mL each). The extractions were combined, dried over sodium sulfate, and concentrated to give 5-fluoro-1-(piperazin-1-ylm... The reactants are ClC1=CC=C(C=C1)C1C(CNC1)N(C(C1=CC(=C(C=C1)OC)C(F)(F)F)=O)C (N-[(3RS,4SR)-4-(4-chloro-phenyl)-pyrrolidin-3-yl]-4-methoxy-N-methyl-3-trifluoromethyl-benzamide), C(#N)C1=NC=C(C(=O)O)C=C1 (6-cyanonicotinic acid). Product: ClC1=CC=C(C=C1)C1C(CN(C1)C(=O)C=1C=NC(=CC1)C#N)N(C(C1=CC(=C(C=C1)OC)C(F)(F)F)=O)C (N-[(3RS,4SR)-4-(4-chloro-phenyl)-1-(6-cyano-pyridine-3-carbonyl)-pyrrolidin-3-yl]-4-methoxy-N-methyl-3-trifluoromethyl-benzamide). RXN SMILES: [Cl:1][C:2]1[CH:7]=[CH:6][C:5]([CH:8]2[CH2:12][NH:11][CH2:10][CH:9]2[N:13]([CH3:28])[C:14](=[O:27])[C:15]2[CH:20]=[CH:19][C:18]([O:21][CH3:22])=[C:17]([C:23]([F:26])([F:25])[F:24])[CH:16]=2)=[CH:4][CH:3]=1.[C:29]([C:31]1[CH:39]=[CH:38][C:34]([C:35](O)=[O:36])=[CH:33][N:32]=1)#[N:30]>>[Cl:1][C:2]1[CH:3]=[CH:4][C:5]([CH:8]2[CH2:12][N:11]([C:35]([C:34]3[CH:33]=[N:32][C:31]([C:29]#[N:30])=[CH:39][CH:38]=3)=[O:36])[CH2:10][CH:9]2[N:13]([CH3:28])[C:14](=[O:27])[C:15]2[CH:20]=[CH:19][C:18]([O:21][CH3:22])=[C:17]([C:23]([F:24])([F:25])[F:26])[CH:16]=2)=[CH:6][CH:7]=1. Reported procedure: In analogy to the procedure described for the synthesis of example 87 (step c), the title compound N-[(3RS,4SR)-4-(4-chloro-phenyl)-1-(6-cyano-pyridine-3-carbonyl)-pyrrolidin-3-yl]-4-methoxy-N-methyl-3-trifluoromethyl-benzamide was prepared from N-[(3RS,4SR)-4-(4-chloro-phenyl)-pyrrolidin-3-yl]-4-methoxy-N-methyl-3-trifluoromethyl-benzamide using 6-cyanonicotinic acid instead of 1-(1-methyl-cyclopropanecarbonyl)-piperidine-4-carboxylic acid and was obtained as a light brown oil. MS m/e: 543.1 [M... Starting materials: NCC1(CCCC2=CC=CC=C12)O (1-Aminomethyl-1-hydroxy-1,2,3,4-tetrahydronaphthalene), NCC1(CCCC2=CC=CC=C12)O (1-Aminomethyl-1-hydroxy-1,2,3,4-tetrahydronaphthalene), solution, Cl (hydrogen chloride), C(C)OCC (Diethyl ether). Solvent: CC(C)O (2-propanol). The product is NCC1=CCCC2=CC=CC=C12 (1-Aminomethyl-3,4-dihydronaphthalene). The yield is 59.0%. As a reaction SMILES: [NH2:1][CH2:2][C:3]1(O)[C:12]2[C:7](=[CH:8][CH:9]=[CH:10][CH:11]=2)[CH2:6][CH2:5][CH2:4]1.Cl.C(OCC)C>CC(O)C>[NH2:1][CH2:2][C:3]1[C:12]2[C:7](=[CH:8][CH:9]=[CH:10][CH:11]=2)[CH2:6][CH2:5][CH:4]=1. Procedure details: 1-Aminomethyl-1-hydroxy-1,2,3,4-tetrahydronaphthalene, the product of Example 7, was refluxed in a 2N solution of hydrogen chloride in 2-propanol (250 mL) for 5 hours. A portion of the 2-propanol was removed under reduced pressure to give a slurry. Diethyl ether was added to precipitate the hydrochloride salt. The resulting suspension was then filtered. The filter cake was then recrystallized from methanol/diethyl ether to give 16.18 g (59% yield based on 1,2,3,4-tetrahydronaphthalene-1-one) of ... Reactants: CC1=CC=NO1 (5-methylisoxazole), C(C)(C)[N-]C(C)C.[Li+] (lithium diisopropylamide), [Li]CCCC (n-BuLi), C(C)(C)NC(C)C (diisopropylamine), NOC1=CCCCCC1 (1-aza-2-methoxy-1-cycloheptene). Run in C1CCOC1 (THF). Run at time 19 hour. Yields the product O.NC1=CC(C=C2N1CCCCC2)=O (4-Amino-7,8,9,10-tetrahydro-6H-pyrido[1,2-a]azepin-2-one Monohydrate). As a reaction SMILES: [CH:1]([N-:4][CH:5](C)C)(C)[CH3:2].[Li+].[Li]CCCC.C([NH:17]C(C)C)(C)C.CC1[O:26]N=CC=1.N[O:28][C:29]1[CH2:35][CH2:34][CH2:33][CH2:32][CH2:31][CH:30]=1>C1COCC1>[OH2:26].[NH2:17][C:1]1[N:4]2[CH2:5][CH2:30][CH2:31][CH2:32][CH2:33][C:34]2=[CH:35][C:29](=[O:28])[CH:2]=1 |f:0.1,7.8|. Procedure: To a solution of lithium diisopropylamide (LDA), prepared from n-BuLi (125 ml, 0.2M) and diisopropylamine (20.2 g, 28.1 ml, 0.2M) in dry THF (100 ml) was added under N2 at -30° to -10° C., 5-methylisoxazole (8.3 g, 0.1M). The resultant yellow suspension was mechanically stirred at -10° C. for 1 hr before 1-aza-2-methoxy-1-cycloheptene (12.7 g, 0.1M) was added dropwise. After the addition was complete, a yellow solid separated and the mixture was allowed to warm to ambient over a period of 19 hr.... Reactants: O, C#CCC(O)CCCC, BrC(c1ccccc1)(c1ccccc1)c1ccccc1, c1ccncc1. The product is C#CCC(CCCC)OC(c1ccccc1)(c1ccccc1)c1ccccc1. RXN SMILES: [OH2:36].[OH:1][CH:2]([CH2:3][C:4]#[CH:5])[CH2:6][CH2:7][CH2:8][CH3:9].[c:10]1([C:16]([c:17]2[cH:18][cH:19][cH:20][cH:21][cH:22]2)([c:23]2[cH:24][cH:25][cH:26][cH:27][cH:28]2)[Br:29])[cH:11][cH:12][cH:13][cH:14][cH:15]1.[cH:30]1[cH:31][cH:32][n:33][cH:34][cH:35]1>>[O:1]([CH:2]([CH2:3][C:4]#[CH:5])[CH2:6][CH2:7][CH2:8][CH3:9])[C:16]([c:10]1[cH:11][cH:12][cH:13][cH:14][cH:15]1)([c:17]1[cH:18][cH:19][cH:20][cH:21][cH:22]1)[c:23]1[cH:24][cH:25][cH:26][cH:27][cH:28]1. Reactants: FC1=CC=C(C=O)C=C1 (4-fluorobenzaldehyde), NC1=CC=CC=C1 (aniline), C1=CC=CC=C1 (benzene), C(C)(=O)O (acetic acid). The solvent is O (water). Yields the product FC1=CC=C(C=C1)C=NC1=CC=CC=C1 (N-[(4-fluorophenyl)methylene]benzenamine). As a reaction SMILES: [F:1][C:2]1[CH:9]=[CH:8][C:5]([CH:6]=O)=[CH:4][CH:3]=1.[NH2:10][C:11]1[CH:16]=[CH:15][CH:14]=[CH:13][CH:12]=1.C1C=CC=CC=1.C(O)(=O)C>O>[F:1][C:2]1[CH:9]=[CH:8][C:5]([CH:6]=[N:10][C:11]2[CH:16]=[CH:15][CH:14]=[CH:13][CH:12]=2)=[CH:4][CH:3]=1. Procedure: To 4-fluorobenzaldehyde (24.8 g, 0.200 mol) and aniline (18.6 g, 0.200 mol) was added benzene (200 mL) and acetic acid (0.7 mL) and the mixture is heated under reflux until all the water (3.6 mL) was azeotropically removed. The solvent is evaporated and the residual oil upon cooling and stirring crystallized. The white mass was then recrystallized as needles (28 g, 70%): mp 39°-40° C. (PE) (lit.1 mp 40° C.).